Dataset: the Open Reaction Database (ORD), a public repository of structured organic reaction records. Task: describe an organic reaction: reactants, conditions, products, and yield Reactants: [Si](C)(C)(C(C)(C)C)O[C@H]1CC(N(C1)C1=NN(C=C1NC(=O)C=1N=C(OC1)C)C)=O (N-(3-((4S)-4-((tert-butyl(dimethyl)silyl)oxy)-2-oxopyrrolidin-1-yl)-1-methyl-1H-pyrazol-4-yl)-2-methyl-1,3-oxazole-4-carboxamide), tetra-n-butylammonium fluoride THF. Run in O (water), C1CCOC1 (THF). Conditions: time 1.5 hour. Yields the product O[C@H]1CC(N(C1)C1=NN(C=C1NC(=O)C=1N=C(OC1)C)C)=O (N-(3-((4S)-4-hydroxy-2-oxopyrrolidin-1-yl)-1-methyl-1H-pyrazol-4-yl)-2-methyl-1,3-oxazole-4-carboxamide). Yield: 42.9%. As a reaction SMILES: [Si]([O:8][C@@H:9]1[CH2:13][N:12]([C:14]2[C:18]([NH:19][C:20]([C:22]3[N:23]=[C:24]([CH3:27])[O:25][CH:26]=3)=[O:21])=[CH:17][N:16]([CH3:28])[N:15]=2)[C:11](=[O:29])[CH2:10]1)(C(C)(C)C)(C)C>C1COCC1.O>[OH:8][C@@H:9]1[CH2:13][N:12]([C:14]2[C:18]([NH:19][C:20]([C:22]3[N:23]=[C:24]([CH3:27])[O:25][CH:26]=3)=[O:21])=[CH:17][N:16]([CH3:28])[N:15]=2)[C:11](=[O:29])[CH2:10]1. Reported procedure: To a solution of N-(3-((4S)-4-((tert-butyl(dimethyl)silyl)oxy)-2-oxopyrrolidin-1-yl)-1-methyl-1H-pyrazol-4-yl)-2-methyl-1,3-oxazole-4-carboxamide (32 mg) in THF (2.0 mL) was added 1M tetra-n-butylammonium fluoride THF solution (0.15 mL), and the mixture was stirred at room temperature for 1.5 hr. The reaction mixture was diluted with water, and the mixture was extracted with ethyl acetate. The extract was washed with saturated brine, and dried over anhydrous magnesium sulfate, and the solvent wa... The reactants are [K+].[Br-] (KBr), FC(COC(=O)C=1N=CN2C1CN=C(C1=C2C=CC(=C1)Br)C1=C(C=CC=C1)F)(F)F (Trifluoroethyl-8-bromo-6-(2′-fluorophenyl)-4H-benzo[f]imidazo[1,5-a][1,4]diazepine-3-carboxylate), ( 49 ), ( 44 ), N1N=CC=CC2=C1C=CC=C2 (benzodiazepine), CCOC(=O)C (EtOAc), ( 25 ), ( 49 ), N1N=CC=CC2=C1C=CC=C2 (benzodiazepine), ( 48 ), N1N=CC=CC2=C1C=CC=C2 (benzodiazepine). The product is BrC1=CC2=C(NC(C(N=C2C2=CC=CC=C2)C)=O)C=C1 (7-Bromo-3-methyl-5-phenyl-1,3-dihydro-benzo[e][1,4]diazepin-2-one). RXN SMILES: [K+].[Br-].N1C2C=CC=CC=2C=C[CH:5]=N1.FC(F)(F)COC(C1N=C[N:23]2[C:29]3[CH:30]=[CH:31][C:32]([Br:34])=[CH:33][C:28]=3[C:27]([C:35]3[CH:40]=[CH:39][CH:38]=[CH:37][C:36]=3F)=[N:26]CC=12)=O.CCO[C:47]([CH3:49])=[O:48]>>[Br:34][C:32]1[CH:31]=[CH:30][C:29]2[NH:23][C:47](=[O:48])[CH:49]([CH3:5])[N:26]=[C:27]([C:35]3[CH:40]=[CH:39][CH:38]=[CH:37][CH:36]=3)[C:28]=2[CH:33]=1 |f:0.1|. Reported procedure: To a stirred solution of 110 (66.5 g, 265 mmol) in glacial acetic acid (400 mL), sulfuric acid (80 mL) was added to the solution. Bromine (28 mL, 530 mmol) dissolved in acetic acid (150 mL) was added dropwise into the mixture. The reaction mixture was allowed to stir until NMR spectroscopy indicated that all of the starting material 110 had been consumed. The solution was concentrated under reduced pressure and then neutralized by addition of 1N NaOH solution and then extracted with EtOAc. The c... Starting materials: C(C)(C)(C)OC(=O)N[C@@H](C(=O)O)CC1CC1 ((R)-2-(tert-butoxycarbonylamino)-3-cyclopropylpropanoic acid), C(CCl)Cl (EDC), C=1C=CC2=C(C1)N=NN2O (HOBt), N (ammonia). Solvent: CN(C)C=O (DMF), O (water), CCOC(=O)C (EtOAc), O (H2O). Conditions: time 30 minute. The product is C(C)(C)(C)OC(N[C@@H](C(=O)N)CC1CC1)=O ((R)-tert-butyl-1-amino-3-cyclopropyl-1-oxopropan-2-ylcarbamate). As a reaction SMILES: [C:1]([O:5][C:6]([NH:8][C@H:9]([CH2:13][CH:14]1[CH2:16][CH2:15]1)[C:10](O)=[O:11])=[O:7])([CH3:4])([CH3:3])[CH3:2].C(Cl)CCl.C1C=CC2N(O)N=[N:27]C=2C=1.N>CN(C=O)C.O.CCOC(C)=O>[C:1]([O:5][C:6](=[O:7])[NH:8][C@H:9]([CH2:13][CH:14]1[CH2:16][CH2:15]1)[C:10]([NH2:27])=[O:11])([CH3:4])([CH3:3])[CH3:2]. Reported procedure: To a solution of above mentioned (R)-2-(tert-butoxycarbonylamino)-3-cyclopropylpropanoic acid (1.0 g, 4.36 mmol) in DMF (10 ml) was added EDC (1.0 g, 5.24 mmol) and HOBt.H2O (367 mg, 2.4 mmol) at room temperature, 20 min later, it was added ammonia in (7N, 0.6 mL, 4 mmol) at room temperature. After stirring for 30 min, it was diluted with water and EtOAc, organic layer was separated and washed with Sat. NaHCO3, brine, dried and concentrated to give (R)-tert-butyl-1-amino-3-cyclopropyl-1-oxopropa... The reactants are CCN(C(C)C)C(C)C, FC(F)(F)c1nnc2ccc(Cl)nn12, CN(C)C=O, Oc1ccc(C2(O)CCNCC2)cc1. Yields the product Oc1ccc(C2(O)CCN(c3ccc4nnc(C(F)(F)F)n4n3)CC2)cc1. RXN SMILES: [CH:1]([N:2]([CH2:3][CH3:4])[CH:5]([CH3:6])[CH3:7])([CH3:8])[CH3:9].[Cl:10][c:11]1[cH:12][cH:13][c:14]2[n:15]([n:16]1)[c:17]([C:20]([F:21])([F:22])[F:23])[n:18][n:19]2.[O:38]=[CH:39][N:40]([CH3:41])[CH3:42].[OH:24][c:25]1[cH:26][cH:27][c:28]([C:31]2([OH:37])[CH2:32][CH2:33][NH:34][CH2:35][CH2:36]2)[cH:29][cH:30]1>>[c:11]1([N:34]2[CH2:33][CH2:32][C:31]([c:28]3[cH:27][cH:26][c:25]([OH:24])[cH:30][cH:29]3)([OH:37])[CH2:36][CH2:35]2)[cH:12][cH:13][c:14]2[n:15]([n:16]1)[c:17]([C:20]([F:21])([F:22])[F:23])[n:18][n:19]2. The reactants are ClC1=CC(=C(C=N1)C(=O)O)C=1C(=NC=CC1)C (6′-chloro-2-methyl-[3,4′]bipyridinyl-3′-carboxylic acid), FC(C=1C=C(CNC)C=C(C1)C(F)(F)F)(F)F ((3,5-bis-trifluoromethyl-benzyl)-methyl-amine), C(C)(C)N(C(C)C)CC (N,N-diisopropylethylamine). The reagents and catalysts are CN(C)C=O (DMF). Solvent: C(C)(=O)OCC (ethyl acetate), ClCCl (dicloromethane), ClCCl (dichloromethane). Product: FC(C=1C=C(CN(C(=O)C=2C=NC(=CC2C=2C(=NC=CC2)C)Cl)C)C=C(C1)C(F)(F)F)(F)F (6′-Chloro-2-methyl-[3,4′]bipyridinyl-3′-carboxylic acid (3,5-bis-trifluoromethyl-benzyl)-methyl-amide). RXN SMILES: [Cl:1][C:2]1[N:7]=[CH:6][C:5]([C:8]([OH:10])=O)=[C:4]([C:11]2[C:12]([CH3:17])=[N:13][CH:14]=[CH:15][CH:16]=2)[CH:3]=1.[F:18][C:19]([F:34])([F:33])[C:20]1[CH:21]=[C:22]([CH:26]=[C:27]([C:29]([F:32])([F:31])[F:30])[CH:28]=1)[CH2:23][NH:24][CH3:25].C(N(CC)C(C)C)(C)C>ClCCl.CN(C=O)C.C(OCC)(=O)C>[F:18][C:19]([F:33])([F:34])[C:20]1[CH:21]=[C:22]([CH:26]=[C:27]([C:29]([F:32])([F:31])[F:30])[CH:28]=1)[CH2:23][N:24]([CH3:25])[C:8]([C:5]1[CH:6]=[N:7][C:2]([Cl:1])=[CH:3][C:4]=1[C:11]1[C:12]([CH3:17])=[N:13][CH:14]=[CH:15][CH:16]=1)=[O:10]. Procedure: To a suspension of 0.10 g (0.40 mmol) 6′-chloro-2-methyl-[3,4′]bipyridinyl-3′-carboxylic acid in 4 ml dicloromethane were added dropwise at 0° C. under argon 0.05 ml (0.6 mmol) oxalyl chloride and one drop of DMF. The reaction mixture was allowed to slowly warm to room temperature. After 1 h the mixture was concentrated in vacuo and redissolved in 2 ml dichloromethane. This solution was added dropwise at 0° C. to a mixture of 0.16 g (0.60 mmol) (3,5-bis-trifluoromethyl-benzyl)-methyl-amine and 0... The reactants are C(C)N1N=CC(=C1)B1OC(C)(C)C(C)(C)O1 (1-ethylpyrazole-4-boronic acid pinacol ester), ClC1=CC=C(N=N1)N1CCC(CC1)N1CCC2=CC=C(C=C12)F (1-(1-(6-chloropyridazin-3-yl)piperidin-4-yl)-6-fluoroindoline). Yields the product C(C)N1N=CC(=C1)C1=CC=C(N=N1)N1CCC(CC1)N1CCC2=CC=C(C=C12)F (1-(1-(6-(1-ethyl-1H-pyrazol-4-yl)pyridazin-3-yl)piperidin-4-yl)-6-fluoroindoline). RXN SMILES: [CH2:1]([N:3]1[CH:7]=[C:6](B2OC(C)(C)C(C)(C)O2)[CH:5]=[N:4]1)[CH3:2].Cl[C:18]1[N:23]=[N:22][C:21]([N:24]2[CH2:29][CH2:28][CH:27]([N:30]3[C:38]4[C:33](=[CH:34][CH:35]=[C:36]([F:39])[CH:37]=4)[CH2:32][CH2:31]3)[CH2:26][CH2:25]2)=[CH:20][CH:19]=1>>[CH2:1]([N:3]1[CH:7]=[C:6]([C:18]2[N:23]=[N:22][C:21]([N:24]3[CH2:25][CH2:26][CH:27]([N:30]4[C:38]5[C:33](=[CH:34][CH:35]=[C:36]([F:39])[CH:37]=5)[CH2:32][CH2:31]4)[CH2:28][CH2:29]3)=[CH:20][CH:19]=2)[CH:5]=[N:4]1)[CH3:2]. Reported procedure: The title compound was prepared following the procedure as described in Example 1, Method A, reacting 1-ethylpyrazole-4-boronic acid pinacol ester and 1-(1-(6-chloropyridazin-3-yl)piperidin-4-yl)-6-fluoroindoline. Reactants: C(C)(=O)N(OCC1=CC=CC=C1)C[C@H]1C[C@@H](CO1)SC(C)=O (Ethanethioic acid trans-(+/-)-S-[5-[[Acetyl(phenylmethoxy)amino]methyl]tetrahydro-3-furanyl]ester), C[O-].[Na+].CO (sodium methoxide methyl alcohol), Cl.C(C)(C)O (hydrochloric acid isopropyl alcohol). Run in O1CCCC1 (tetrahydrofuran). Yields the product S[C@H]1C[C@@H](OC1)CN(C(C)=O)OCC1=CC=CC=C1 (trans-(+/-)-N-[(Tetrahydro-4-mercapto-2-furanyl)methyl]-N-(phenylmethoxy)acetamide). The yield is 60.4%. Reaction SMILES: [C:1]([N:4]([CH2:13][C@@H:14]1[O:18][CH2:17][C@@H:16]([S:19]C(=O)C)[CH2:15]1)[O:5][CH2:6][C:7]1[CH:12]=[CH:11][CH:10]=[CH:9][CH:8]=1)(=[O:3])[CH3:2].C[O-].[Na+].CO.Cl.C(O)(C)C>O1CCCC1>[SH:19][C@@H:16]1[CH2:17][O:18][C@@H:14]([CH2:13][N:4]([O:5][CH2:6][C:7]2[CH:12]=[CH:11][CH:10]=[CH:9][CH:8]=2)[C:1](=[O:3])[CH3:2])[CH2:15]1 |f:1.2.3,4.5|. Procedure: The title compound is prepared by the procedure of Example 16 using 0.390 g of product from Example 72, 0.580 ml of 25% sodium methoxide/methyl alcohol, 0.850 ml of tetrahydrofuran and 1.26 ml of 2N hydrochloric acid/isopropyl alcohol to give 0.205 g of the desired product. Starting materials: FC1=CC=C(CCN=C=O)C=C1 (4-fluorophenethyl isocyanate), CNC=1C=C(C=CC1)C1=CC=C(C=C1)CCC(=O)OC (methyl 3-(3′-methylaminobiphenyl-4-yl)propanoate), [Cl-].[NH4+] (ammonium chloride). Solvent: 4/1, O1CCCC1.C(C)N(CC)CC (tetrahydrofuran triethylamine). Reaction conditions: time 24 hour. Product: FC1=CC=C(C=C1)CCNC(N(C)C=1C=C(C=CC1)C1=CC=C(C=C1)CCC(=O)OC)=O (methyl 3-(3′-{3-[2-(4-fluorophenyl)ethyl]-1-methylureido}biphenyl-4-yl)propanoate). Yield: 55.3%. As a reaction SMILES: [F:1][C:2]1[CH:12]=[CH:11][C:5]([CH2:6][CH2:7][N:8]=[C:9]=[O:10])=[CH:4][CH:3]=1.[CH3:13][NH:14][C:15]1[CH:16]=[C:17]([C:21]2[CH:26]=[CH:25][C:24]([CH2:27][CH2:28][C:29]([O:31][CH3:32])=[O:30])=[CH:23][CH:22]=2)[CH:18]=[CH:19][CH:20]=1.[Cl-].[NH4+]>O1CCCC1.C(N(CC)CC)C>[F:1][C:2]1[CH:3]=[CH:4][C:5]([CH2:6][CH2:7][NH:8][C:9](=[O:10])[N:14]([C:15]2[CH:16]=[C:17]([C:21]3[CH:26]=[CH:25][C:24]([CH2:27][CH2:28][C:29]([O:31][CH3:32])=[O:30])=[CH:23][CH:22]=3)[CH:18]=[CH:19][CH:20]=2)[CH3:13])=[CH:11][CH:12]=1 |f:2.3,4.5|. Procedure details: 340 μL (1.84 mmol, 2 eq) of 4-fluorophenethyl isocyanate are added to a solution of 250 mg (0.92 mmol, 1 eq) of methyl 3-(3′-methylaminobiphenyl-4-yl)propanoate in 8 mL of a 4/1 tetrahydrofuran/triethylamine mixture. The reaction mixture is stirred for 24 hours at room temperature. The reaction is stopped by addition of 10 mL of saturated ammonium chloride solution and then extracted with ethyl acetate. The organic phases are combined and dried over sodium sulfate. The solvents are evaporated of...